Task: describe an organic reaction: reactants, conditions, products, and yield. Dataset: the Open Reaction Database (ORD), a public repository of structured organic reaction records The reactants are O=C([O-])O, CCOCCc1c(N=[N+]=[N-])nc(NC(=O)NCC(=O)OCC)nc1-c1ccccc1, CO, Cl, [K+], O. Yields the product CCOCCc1c(N=[N+]=[N-])nc(NC(=O)NCC(=O)O)nc1-c1ccccc1. Reaction SMILES: [C:31](=[O:32])([OH:33])[O-:34].[CH2:1]([CH3:2])[O:3][C:4]([CH2:5][NH:6][C:7](=[O:8])[NH:9][c:10]1[n:11][c:12](-[c:24]2[cH:25][cH:26][cH:27][cH:28][cH:29]2)[c:13]([CH2:19][CH2:20][O:21][CH2:22][CH3:23])[c:14]([N:16]=[N+:17]=[N-:18])[n:15]1)=[O:30].[CH3:37][OH:38].[ClH:36].[K+:35].[OH2:39]>>[O:3]=[C:4]([CH2:5][NH:6][C:7](=[O:8])[NH:9][c:10]1[n:11][c:12](-[c:24]2[cH:25][cH:26][cH:27][cH:28][cH:29]2)[c:13]([CH2:19][CH2:20][O:21][CH2:22][CH3:23])[c:14]([N:16]=[N+:17]=[N-:18])[n:15]1)[OH:30].